From a dataset of the Open Reaction Database (ORD), a public repository of structured organic reaction records. describe an organic reaction: reactants, conditions, products, and yield Procedure: In the same manner as above, a solution of ethyl 1-(4-methoxybenzyl)-5-(5-methoxymethoxy-2-nitrobenzoyl)-1,2,3-triazole-4-carboxylate (b-2) (1.23 g, 2.62 mmole) in tetrahydrofuran (25 ml) was hydrolyzed with a 1N aqueous sodium hydroxide solution (5.2 ml) at room temperature for 5 hours to give 1-(4-methoxybenzyl)-5-(5-methoxymethoxy-2-nitrobenzoyl)-1,2,3-triazole-4-carboxylic acid (c-2': MP) (1.08 g, 93%) The product is COC1=CC=C(CN2N=NC(=C2C(C2=C(C=CC(=C2)OCOC)[N+](=O)[O-])=O)C(=O)O)C=C1 (1-(4-methoxybenzyl)-5-(5-methoxymethoxy-2-nitrobenzoyl)-1,2,3-triazole-4-carboxylic acid). Solvent: O1CCCC1 (tetrahydrofuran). As a reaction SMILES: [CH3:1][O:2][C:3]1[CH:34]=[CH:33][C:6]([CH2:7][N:8]2[C:12]([C:13](=[O:27])[C:14]3[CH:19]=[C:18]([O:20][CH2:21][O:22][CH3:23])[CH:17]=[CH:16][C:15]=3[N+:24]([O-:26])=[O:25])=[C:11]([C:28]([O:30]CC)=[O:29])[N:10]=[N:9]2)=[CH:5][CH:4]=1.[OH-].[Na+]>O1CCCC1>[CH3:1][O:2][C:3]1[CH:4]=[CH:5][C:6]([CH2:7][N:8]2[C:12]([C:13](=[O:27])[C:14]3[CH:19]=[C:18]([O:20][CH2:21][O:22][CH3:23])[CH:17]=[CH:16][C:15]=3[N+:24]([O-:26])=[O:25])=[C:11]([C:28]([OH:30])=[O:29])[N:10]=[N:9]2)=[CH:33][CH:34]=1 |f:1.2|. The reactants are COC1=CC=C(CN2N=NC(=C2C(C2=C(C=CC(=C2)OCOC)[N+](=O)[O-])=O)C(=O)OCC)C=C1 (ethyl 1-(4-methoxybenzyl)-5-(5-methoxymethoxy-2-nitrobenzoyl)-1,2,3-triazole-4-carboxylate), [OH-].[Na+] (sodium hydroxide). The reactants are CCOC(=O)C(CCCCCCOC(C)C)C(C)=O, CO, [K+], [OH-], O, O=S(=O)(O)O. Yields the product CC(=O)CCCCCCCOC(C)C. RXN SMILES: [C:3]([O:4][CH2:5][CH3:6])(=[O:7])[CH:8]([C:9]([CH3:10])=[O:11])[CH2:12][CH2:13][CH2:14][CH2:15][CH2:16][CH2:17][O:18][CH:19]([CH3:20])[CH3:21].[CH3:28][OH:29].[K+:2].[OH-:1].[OH2:27].[S:22](=[O:23])(=[O:24])([OH:25])[OH:26]>>[CH2:8]([C:9]([CH3:10])=[O:11])[CH2:12][CH2:13][CH2:14][CH2:15][CH2:16][CH2:17][O:18][CH:19]([CH3:20])[CH3:21]. The reactants are N#CBr (cyanogen bromide), N1C=C(C=2C1=NC=CC2)C(=O)NN (1H-pyrrolo[2,3-b]pyridine-3-carbohydrazide), C(O)([O-])=O.[Na+] (sodium hydrogencarbonate). Run in O (water), CN(C)C=O (DMF). Product: N1C=C(C=2C1=NC=CC2)C2=NN=C(O2)N (5-(1H-pyrrolo[2,3-b]-pyridin-3-yl)-1,3,4-oxadiazol-2-ylamine). Isolated yield 78.8%. As a reaction SMILES: [N:1]#[C:2]Br.[NH:4]1[C:8]2=[N:9][CH:10]=[CH:11][CH:12]=[C:7]2[C:6]([C:13]([NH:15][NH2:16])=[O:14])=[CH:5]1.C(=O)([O-])O.[Na+]>O.CN(C=O)C>[NH:4]1[C:8]2=[N:9][CH:10]=[CH:11][CH:12]=[C:7]2[C:6]([C:13]2[O:14][C:2]([NH2:1])=[N:16][N:15]=2)=[CH:5]1 |f:2.3|. Procedure details: 360.8 mg of cyanogen bromide is added dropwise with stirring to a mixture of 500 mg of 1-(1H-pyrrolo[2,3-b]pyridine-3-carbohydrazide, 1.192 g of sodium hydrogencarbonate in 50 ml of water and 5 ml of DMF. The reaction mixture starts to foam, and a fine precipitate forms. This is filtered off with suction after 2 hours and dried, giving 450 mg of 5-(1H-pyrrolo[2,3-b]-pyridin-3-yl)-1,3,4-oxadiazol-2-ylamine (yield: 78.8%); MS-FAB (M+H+)=202.2; Rf (polar method): 1.00 min; Starting materials: IC1=C(OCC#N)C=C(C(=C1)OC)I ((2,5-Diiodo-4-methoxy-phenoxy)-acetonitrile), C(C)(C)(C)OC(N(C)C)N(C)C (tert-butoxybis(dimethylamino)methane). Conditions: temperature 105 celsius. The product is IC1=C(OC(C#N)=CC)C=C(C(=C1)OC)I (2-(2,5-diiodo-4-methoxy-phenoxy)-but-2-enenitrile). The yield is 116.6%. As a reaction SMILES: [I:1][C:2]1[CH:11]=[C:10]([O:12][CH3:13])[C:9]([I:14])=[CH:8][C:3]=1[O:4][CH2:5][C:6]#[N:7].[C:15](OC(N(C)C)N(C)C)(C)(C)[CH3:16]>>[I:1][C:2]1[CH:11]=[C:10]([O:12][CH3:13])[C:9]([I:14])=[CH:8][C:3]=1[O:4][C:5](=[CH:15][CH3:16])[C:6]#[N:7]. Reported procedure: (2,5-Diiodo-4-methoxy-phenoxy)-acetonitrile (2.8 g, 6.75 mmol) and tert-butoxybis(dimethylamino)methane (Bredrick's reagent, 7 mL, 33.7 mmol) were combined and heated to 105° C. under nitrogen for 2 hours. The reaction mixture was cooled and concentrated under reduced pressure to yield 3.47 g of crude 2-(2,5-diiodo-4-methoxy-phenoxy)-but-2-enenitrile, which was used directly in the following step. Starting materials: CC(C)(C)OC(=O)N1CCC(=O)CC1, CC(=O)O[BH-](OC(C)=O)OC(C)=O, CC(=O)O, CC(Cl)Cl, NCCc1cccnc1N, [Na+]. Product: CC(C)(C)OC(=O)N1CCC(NCCc2cccnc2N)CC1. Reaction SMILES: [C:11]([CH3:12])([CH3:13])([CH3:14])[O:15][C:16](=[O:17])[N:18]1[CH2:19][CH2:20][C:21](=[O:24])[CH2:22][CH2:23]1.[C:29]([O:30][BH-:31]([O:32][C:33](=[O:34])[CH3:35])[O:36][C:37](=[O:38])[CH3:39])(=[O:40])[CH3:41].[CH3:25][C:26](=[O:27])[OH:28].[Cl:43][CH:44]([Cl:45])[CH3:46].[NH2:1][CH2:2][CH2:3][c:4]1[c:5]([NH2:10])[n:6][cH:7][cH:8][cH:9]1.[Na+:42]>>[NH:1]([CH2:2][CH2:3][c:4]1[c:5]([NH2:10])[n:6][cH:7][cH:8][cH:9]1)[CH:21]1[CH2:20][CH2:19][N:18]([C:16]([O:15][C:11]([CH3:12])([CH3:13])[CH3:14])=[O:17])[CH2:23][CH2:22]1. Starting materials: COC(C(CC1=CC=CC=C1)NC(=O)OC(C)(C)C)=O (alpha-[[(1,1-dimethylethoxy)carbonyl]amino]benzenepropanoic acid methyl ester), C1(CCCCC1)N=C=NC1CCCCC1 (dicyclohexylcarbodiimide), N1(CCCC1)C1=CC=NC=C1 (4-pyrrolidinopyridine). Solvent: C(C)(C)(C)O (t-butyl alcohol). Reaction conditions: time 18 hour. The product is COC(CCC1=CC=CC=C1)=O (benzenepropanoic acid methyl ester). As a reaction SMILES: [CH3:1][O:2][C:3](=[O:20])[CH:4](NC(OC(C)(C)C)=O)[CH2:5][C:6]1[CH:11]=[CH:10][CH:9]=[CH:8][CH:7]=1.C1(N=C=NC2CCCCC2)CCCCC1.N1(C2C=CN=CC=2)CCCC1>C(O)(C)(C)C>[CH3:1][O:2][C:3](=[O:20])[CH2:4][CH2:5][C:6]1[CH:7]=[CH:8][CH:9]=[CH:10][CH:11]=1. Procedure: A solution of 2.85 g of (S)-4-carboxymethyl)alpha-[[(1,1-dimethylethoxy)carbonyl]amino]benzenepropanoic acid methyl ester in 12 mL of t-butyl alcohol was treated with 2.06 g of dicyclohexylcarbodiimide followed by 0.013 g of 4-pyrrolidinopyridine. A white precipitate formed after a few minutes and the reaction mixture was allowed to stir for 18 hours. The mixture was filtered, and the solid washed with ether. The other extracts and the filtrate were combined and washed with 1N hydrochloric acid,... Starting materials: CN1N=CC(=C1)C1=NC2=CC(=CC=C2N=C1)B1OC(C(O1)(C)C)(C)C (2-(1-methyl-1H-pyrazol-4-yl)-7-(4,4,5,5-tetramethyl-1,3,2-dioxaborolan-2-yl)quinoxaline), BrC=1C=C(C=NC1)NS(=O)(=O)C1=C(C=C(C=C1)F)F (N-(5-bromo-3-pyridinyl)-2,4-difluorobenzenesulfonamide). Solvent: C([O-])([O-])=O.[Na+].[Na+] (sodium carbonate), O1CCOCC1 (1,4-dioxane). Conditions: temperature 100 celsius. The product is FC1=C(C=CC(=C1)F)S(=O)(=O)NC=1C=NC=C(C1)C=1C=C2N=C(C=NC2=CC1)C=1C=NN(C1)C (2,4-difluoro-N-{5-[3-(1-methyl-1H-pyrazol-4-yl)-6-quinoxalinyl]-3-pyridinyl}benzenesulfonamide). Yield: 64.3%. As a reaction SMILES: [CH3:1][N:2]1[CH:6]=[C:5]([C:7]2[CH:16]=[N:15][C:14]3[C:9](=[CH:10][C:11](B4OC(C)(C)C(C)(C)O4)=[CH:12][CH:13]=3)[N:8]=2)[CH:4]=[N:3]1.Br[C:27]1[CH:28]=[C:29]([NH:33][S:34]([C:37]2[CH:42]=[CH:41][C:40]([F:43])=[CH:39][C:38]=2[F:44])(=[O:36])=[O:35])[CH:30]=[N:31][CH:32]=1>C(=O)([O-])[O-].[Na+].[Na+].O1CCOCC1>[F:44][C:38]1[CH:39]=[C:40]([F:43])[CH:41]=[CH:42][C:37]=1[S:34]([NH:33][C:29]1[CH:30]=[N:31][CH:32]=[C:27]([C:11]2[CH:10]=[C:9]3[C:14](=[CH:13][CH:12]=2)[N:15]=[CH:16][C:7]([C:5]2[CH:4]=[N:3][N:2]([CH3:1])[CH:6]=2)=[N:8]3)[CH:28]=1)(=[O:36])=[O:35] |f:2.3.4|. Procedure details: A mixture of 2-(1-methyl-1H-pyrazol-4-yl)-7-(4,4,5,5-tetramethyl-1,3,2-dioxaborolan-2-yl)quinoxaline (9.22 mmol), N-(5-bromo-3-pyridinyl)-2,4-difluorobenzenesulfonamide (8.13 mmol), and [1,1′-bis(diphenylphosphino)ferrocene]dichloropalladium(II) dichloromethane complex (1:1) (0.404 mmol) in 2M aqueous sodium carbonate (40 mL) and 1,4-dioxane (40 mL) was heated at 100° C. for 1 h. Upon cooling, the reaction mixture separated into two layers (aqueous and organic). The organic layer was partitioned... As a reaction SMILES: [NH2:1][CH:2]([C:11]1[C:16]([O:17][CH3:18])=[CH:15][CH:14]=[CH:13][C:12]=1[O:19][CH3:20])[CH2:3][CH2:4][CH2:5][CH2:6][C:7]([O:9]C)=O.[C:21]1([C:29]2[CH:34]=[CH:33][CH:32]=[CH:31][CH:30]=2)[CH:26]=[CH:25][C:24]([CH:27]=O)=[CH:23][CH:22]=1>>[C:21]1([C:29]2[CH:30]=[CH:31][CH:32]=[CH:33][CH:34]=2)[CH:22]=[CH:23][C:24]([CH2:27][N:1]2[CH:2]([C:11]3[C:16]([O:17][CH3:18])=[CH:15][CH:14]=[CH:13][C:12]=3[O:19][CH3:20])[CH2:3][CH2:4][CH2:5][CH2:6][C:7]2=[O:9])=[CH:25][CH:26]=1. Product: C1(=CC=C(C=C1)CN1C(CCCCC1C1=C(C=CC=C1OC)OC)=O)C1=CC=CC=C1 (1-([1,1′-biphenyl]-4-ylmethyl)-7-(2,6-dimethoxyphenyl)azepan-2-one). Starting materials: NC(CCCCC(=O)OC)C1=C(C=CC=C1OC)OC (methyl 6-amino-6-(2,6-dimethoxyphenyl)hexanoate), C1(=CC=C(C=C1)C=O)C1=CC=CC=C1 ([1,1′-biphenyl]-4-carbaldehyde). Procedure details: Prepared according to the described general procedure 1 (GP1) by reaction of methyl 6-amino-6-(2,6-dimethoxyphenyl)hexanoate with commercially available [1,1′-biphenyl]-4-carbaldehyde. Subsequent purification by preparative HPLC afforded the target compound. LC-MS (conditions A): tR=1.00 min.; [M+H]+: 416.23 g/mol. The reactants are CC1=Cc2cccc(CBr)c2C1, CC(C)(C)C1=CCc2ccccc21, C1CCOC1, [Li]CCCC, O. The product is CC1=Cc2cccc(CC3C=C(C(C)(C)C)c4ccccc43)c2C1. Reaction SMILES: [Br:19][CH2:20][c:21]1[cH:22][cH:23][cH:24][c:25]2[c:29]1[CH2:28][C:27]([CH3:30])=[CH:26]2.[C:1]([CH3:2])([CH3:3])([CH3:4])[C:5]1=[CH:6][CH2:7][c:8]2[cH:9][cH:10][cH:11][cH:12][c:13]21.[CH2:32]1[O:33][CH2:34][CH2:35][CH2:36]1.[CH3:14][CH2:15][CH2:16][CH2:17][Li:18].[OH2:31]>>[C:1]([CH3:2])([CH3:3])([CH3:4])[C:5]1=[CH:6][CH:7]([CH2:20][c:21]2[cH:22][cH:23][cH:24][c:25]3[c:29]2[CH2:28][C:27]([CH3:30])=[CH:26]3)[c:8]2[cH:9][cH:10][cH:11][cH:12][c:13]21.